This data is from the Open Reaction Database (ORD), a public repository of structured organic reaction records. The task is: describe an organic reaction: reactants, conditions, products, and yield Reactants: FC(C(=O)O)(F)F.ClC1=CN=C(C2=CC(=CC=C12)S(=O)(=O)N[C@@H](CCC(N)=O)C(=O)O)NC(=N)N (N-[(4-Chloro-1-guanidino-7-isoquinolinyl)sulphonyl]-L-glutamine trifluoroacetate), Cl.NC(=N)N (guanidine hydrochloride), C(C)(C)(C)OC([C@@H](NS(=O)(=O)C1=CC=C2C(=CN=C(C2=C1)Cl)Cl)CCC(N)=O)=O (N-[(1,4-Dichloro-7-isoquinolinyl)sulphonyl]-L-glutamine tert-butyl ester), resultant solution, O (water). Run in CS(=O)C (DMSO). Conditions: temperature 50 celsius, time 1 hour. Yields the product N (NH3), C(C)(C)(C)OC([C@@H](NS(=O)(=O)C1=CC=C2C(=CN=C(C2=C1)NC(=N)N)Cl)CCC(N)=O)=O (N-[(4-chloro-1-guanidino-7-isoquinolinyl)sulphonyl]-L-glutamine tert-butyl ester). Yield: 18.8%. RXN SMILES: FC(F)(F)C(O)=O.ClC1C2C(=CC(S(N[C@H](C(O)=O)CCC(=O)N)(=O)=O)=CC=2)C(NC(N)=N)=[N:11]C=1.Cl.[NH2:37][C:38]([NH2:40])=[NH:39].[C:41]([O:45][C:46](=[O:69])[C@H:47]([CH2:64][CH2:65][C:66](=[O:68])[NH2:67])[NH:48][S:49]([C:52]1[CH:61]=[C:60]2[C:55]([C:56]([Cl:63])=[CH:57][N:58]=[C:59]2Cl)=[CH:54][CH:53]=1)(=[O:51])=[O:50])([CH3:44])([CH3:43])[CH3:42].O>CS(C)=O>[NH3:11].[C:41]([O:45][C:46](=[O:69])[C@H:47]([CH2:64][CH2:65][C:66](=[O:68])[NH2:67])[NH:48][S:49]([C:52]1[CH:61]=[C:60]2[C:55]([C:56]([Cl:63])=[CH:57][N:58]=[C:59]2[NH:39][C:38]([NH2:40])=[NH:37])=[CH:54][CH:53]=1)(=[O:50])=[O:51])([CH3:44])([CH3:42])[CH3:43] |f:0.1,2.3|. Procedure: N-[(4-Chloro-1-guanidino-7-isoquinolinyl)sulphonyl]-L-glutamine trifluoroacetate ##STR79## NaH (25 mg, 80% dispersion in mineral oil, 0.83 mmol) was added to a solution of guanidine hydrochloride (128 mg, 1.34 mmol) in DMSO (2 ml) and stirred at 50° C. for 1 h. N-[(1,4-Dichloro-7-isoquinolinyl)sulphonyl]-L-glutamine tert-butyl ester (150 mg, 0.32 mmol) was added and the resultant solution stirred at 100° C. for 6 h, allowed to cool and then poured into water. The aqueous mixture was extracted wi... Starting materials: BrC1=CN(C=2C(=CC(=C(C12)C=O)C)C)S(=O)(=O)C1=CC=C(C)C=C1 (3-bromo-5,7-dimethyl-1-tosyl-1H-indole-4-carbaldehyde), C[Si](CCOCN1N=CC=C1B1OC(C)(C)C(C)(C)O1)(C)C (1-(2-trimethylsilylethoxy)methyl-1H-pyrazole-5-boronic acid pinacol ester), [O-]P(=O)([O-])[O-].[K+].[K+].[K+] (K3PO4), O (H2O). Reagents/catalysts: C=1C=CC(=CC1)[P](C=2C=CC=CC2)(C=3C=CC=CC3)[Pd]([P](C=4C=CC=CC4)(C=5C=CC=CC5)C=6C=CC=CC6)([P](C=7C=CC=CC7)(C=8C=CC=CC8)C=9C=CC=CC9)[P](C=1C=CC=CC1)(C=1C=CC=CC1)C=1C=CC=CC1 (Pd(PPh3)4). Run in COCCOC (DME), C(Cl)Cl (CH2Cl2). Reaction conditions: temperature 80 celsius, time 16 hour. Yields the product CC1=C(C=2C(=CN(C2C(=C1)C)S(=O)(=O)C1=CC=C(C)C=C1)C1=CC=NN1COCC[Si](C)(C)C)C=O (5,7-Dimethyl-1-tosyl-3-(1-((2-(trimethylsilyl)ethoxy)methyl)-1H-pyrazol-5-yl)-1H-indole-4-carbaldehyde). As a reaction SMILES: Br[C:2]1[C:10]2[C:9]([CH:11]=[O:12])=[C:8]([CH3:13])[CH:7]=[C:6]([CH3:14])[C:5]=2[N:4]([S:15]([C:18]2[CH:24]=[CH:23][C:21]([CH3:22])=[CH:20][CH:19]=2)(=[O:17])=[O:16])[CH:3]=1.[CH3:25][Si:26]([CH3:46])([CH3:45])[CH2:27][CH2:28][O:29][CH2:30][N:31]1[C:35](B2OC(C)(C)C(C)(C)O2)=[CH:34][CH:33]=[N:32]1.[O-]P([O-])([O-])=O.[K+].[K+].[K+].O>COCCOC.C(Cl)Cl.C1C=CC([P]([Pd]([P](C2C=CC=CC=2)(C2C=CC=CC=2)C2C=CC=CC=2)([P](C2C=CC=CC=2)(C2C=CC=CC=2)C2C=CC=CC=2)[P](C2C=CC=CC=2)(C2C=CC=CC=2)C2C=CC=CC=2)(C2C=CC=CC=2)C2C=CC=CC=2)=CC=1>[CH3:13][C:8]1[CH:7]=[C:6]([CH3:14])[C:5]2[N:4]([S:15]([C:18]3[CH:19]=[CH:20][C:21]([CH3:22])=[CH:23][CH:24]=3)(=[O:17])=[O:16])[CH:3]=[C:2]([C:35]3[N:31]([CH2:30][O:29][CH2:28][CH2:27][Si:26]([CH3:46])([CH3:45])[CH3:25])[N:32]=[CH:33][CH:34]=3)[C:10]=2[C:9]=1[CH:11]=[O:12] |f:2.3.4.5,^1:68,70,89,108|. Procedure details: To a suspension of 3-bromo-5,7-dimethyl-1-tosyl-1H-indole-4-carbaldehyde (100 mg, 0.246 mmol), 1-(2-trimethylsilylethoxy)methyl-1H-pyrazole-5-boronic acid pinacol ester (CAS #: 903550-12-9) (239 mg, 0.738 mmol), and K3PO4 (157 mg, 0.738 mmol) in DME (1 mL)/H2O (0.5 mL) was added Pd(PPh3)4 (56.9 mg, 0.049 mmol), and then the mixture was stirred at 80° C. for 16 h. The reaction mixture was cooled down to room temperature. The mixture was diluted with CH2Cl2. The bi-phase layer was partitioned. The... Reactants: CC(C)(C)[O-], CN1CCCC1=O, Fc1ccnc(Cl)c1, Cl, [K+], Nc1ccc(O)c2ccccc12, O. Product: Nc1ccc(Oc2ccnc(Cl)c2)c2ccccc12. RXN SMILES: [CH3:22][C:23]([CH3:24])([O-:25])[CH3:26].[CH3:28][N:29]1[CH2:30][CH2:31][CH2:32][C:33]1=[O:34].[Cl:1][c:2]1[n:3][cH:4][cH:5][c:6]([F:8])[cH:7]1.[ClH:9].[K+:27].[NH2:10][c:11]1[cH:12][cH:13][c:14]([OH:21])[c:15]2[cH:16][cH:17][cH:18][cH:19][c:20]12.[OH2:35]>>[Cl:1][c:2]1[n:3][cH:4][cH:5][c:6]([O:21][c:14]2[cH:13][cH:12][c:11]([NH2:10])[c:20]3[c:15]2[cH:16][cH:17][cH:18][cH:19]3)[cH:7]1. Reactants: C=CCBr, CCO, CC(CS)C(=O)O, [Na+], [OH-], O. Yields the product C=CCSCC(C)C(=O)O. RXN SMILES: [CH2:10]([CH:11]=[CH2:12])[Br:13].[CH3:15][CH2:16][OH:17].[CH3:1][CH:2]([C:3](=[O:4])[OH:5])[CH2:6][SH:7].[Na+:9].[OH-:8].[OH2:14]>>[CH3:1][CH:2]([C:3](=[O:4])[OH:5])[CH2:6][S:7][CH2:12][CH:11]=[CH2:10]. Reactants: [Al+3], CCOCC, [H-], [H-], [H-], [H-], [Li+], [Na+], O=C(O)C1Cc2ccccc2O1, [OH-], O. The product is OCC1Cc2ccccc2O1. As a reaction SMILES: [Al+3:2].[CH2:22]([O:23][CH2:24][CH3:25])[CH3:26].[H-:1].[H-:4].[H-:5].[H-:6].[Li+:3].[Na+:21].[O:7]1[CH:8]([C:16](=[O:17])[OH:18])[CH2:9][c:10]2[c:11]1[cH:12][cH:13][cH:14][cH:15]2.[OH-:20].[OH2:19]>>[O:7]1[CH:8]([CH2:16][OH:17])[CH2:9][c:10]2[c:11]1[cH:12][cH:13][cH:14][cH:15]2. Reactants: COC1=CC=C(C=C1)N1N=C(C=C1C1=CC=C(C=C1)C)CC(C(=O)N)C=1C=C(C=CC1)C (3-[1-(4-methoxy-phenyl)-5-p-tolyl-1H-pyrazol-3-yl]-2-m-tolyl-propionamide), N1=CC=CC=C1 (pyridine), C(=O)(C(F)(F)F)OC(=O)C(F)(F)F (TFAA), O1CCOCC1 (dioxane). Run at temperature 0 celsius, time 30 minute. Yields the product COC1=CC=C(C=C1)C1(CC=C(C=C1)N1N=C(C=C1)CC(C#N)C=1C=C(C=CC1)C)C (3-[1-(4-methoxy-phenyl)-p-tolyl-1H-pyrazol-3-yl]-2-m-tolyl-propionitrile). The yield is 99.0%. RXN SMILES: COC1[CH:8]=[CH:7][C:6]([N:9]2[C:13](C3C=CC(C)=CC=3)=[CH:12][C:11]([CH2:21][CH:22]([C:26]3[CH:27]=[C:28]([CH3:32])[CH:29]=[CH:30][CH:31]=3)[C:23]([NH2:25])=O)=[N:10]2)=[CH:5][CH:4]=1.N1C=[CH:37][CH:36]=[CH:35][CH:34]=1.[C:39]([O:45][C:46]([C:48](F)(F)F)=O)(C(F)(F)F)=O.O1[CH2:57][CH2:56]OCC1>>[CH3:39][O:45][C:46]1[CH:48]=[CH:37][C:36]([C:56]2([CH3:57])[CH:4]=[CH:5][C:6]([N:9]3[CH:13]=[CH:12][C:11]([CH2:21][CH:22]([C:26]4[CH:27]=[C:28]([CH3:32])[CH:29]=[CH:30][CH:31]=4)[C:23]#[N:25])=[N:10]3)=[CH:7][CH2:8]2)=[CH:35][CH:34]=1. Procedure: To a solution of 3-[1-(4-methoxy-phenyl)-5-p-tolyl-1H-pyrazol-3-yl]-2-m-tolyl-propionamide (Example 65, 0.31 g, 0.73 mmol) in pyridine (0.115 mL, 1.46 mmol) and dioxane (2.0 mL) at 0° C. was added TFAA (0.11 mL, 0.80 mmol). The solution was stirred at 0° C. for 30 min, allowed to warm to rt and stirred for an additional 3 h. The solvent was removed under reduced pressure, and the residue was re-dissolved in EtOAc (100 mL). This solution was washed with water (1×50 mL) and brine (1×50 mL) and dri...